From a dataset of the Open Reaction Database (ORD), a public repository of structured organic reaction records. describe an organic reaction: reactants, conditions, products, and yield The reactants are Cl.N1C=NC(=C1)C=CC(=O)OC (methyl 3-(imidazol-4-yl)acrylate hydrochloride). Reagents/catalysts: [Pd] (Pd on carbon). Run in CCO (EtOH). Run at time 18 hour. The product is Cl.N1C=NC(=C1)CCC(=O)OC (Methyl 3-(Imidazol-4-yl)propionate Hydrochloride). RXN SMILES: [ClH:1].[NH:2]1[CH:6]=[C:5]([CH:7]=[CH:8][C:9]([O:11][CH3:12])=[O:10])[N:4]=[CH:3]1>CCO.[Pd]>[ClH:1].[NH:2]1[CH:6]=[C:5]([CH2:7][CH2:8][C:9]([O:11][CH3:12])=[O:10])[N:4]=[CH:3]1 |f:0.1,4.5|. Reported procedure: To a solution of methyl 3-(imidazol-4-yl)acrylate hydrochloride, as described above in Step A, (500 mg, 2.65 mmol) in EtOH (100 mL) was added 10% Pd on carbon (250 mg) and the reaction mixture was shaken under an atmosphere of hydrogen (45 psi) at ambient temperature for 18 hours on a Parr hydrogenation apparatus. The mixture was filtered through a pad of celite, washing with EtOH, and the filtrate was filtered through a pad of celite, washing with EtOH, and the filtrate was concentrated in vacu... As a reaction SMILES: [Br:1][c:2]1[cH:3][c:4]2[c:5]([cH:24][cH:25]1)[C:6]([CH3:23])=[N:7][CH:8]([NH:12][C:13]([O:14][CH2:15][c:16]1[cH:17][cH:18][cH:19][cH:20][cH:21]1)=[O:22])[C:9](=[O:11])[NH:10]2.[C:26](=[O:27])([O-:28])[O-:29].[CH3:34][N:35]([CH3:36])[CH:37]=[O:38].[CH3:40][CH2:41][O:42][C:43](=[O:44])[CH3:45].[I:32][CH3:33].[K+:30].[K+:31].[OH2:39]>>[Br:1][c:2]1[cH:3][c:4]2[c:5]([cH:24][cH:25]1)[C:6]([CH3:23])=[N:7][CH:8]([NH:12][C:13]([O:14][CH2:15][c:16]1[cH:17][cH:18][cH:19][cH:20][cH:21]1)=[O:22])[C:9](=[O:11])[N:10]2[CH3:26]. The reactants are CC1=NC(NC(=O)OCc2ccccc2)C(=O)Nc2cc(Br)ccc21, O=C([O-])[O-], CN(C)C=O, CCOC(C)=O, CI, [K+], [K+], O. Product: CC1=NC(NC(=O)OCc2ccccc2)C(=O)N(C)c2cc(Br)ccc21. Starting materials: C1CCOC1, COC(=O)c1ccc(-c2ccc(OCc3c(-c4c(Cl)cccc4Cl)noc3C3CC3)cc2C)s1, CO, Cl, [Li+], [OH-], O. Product: Cc1cc(OCc2c(-c3c(Cl)cccc3Cl)noc2C2CC2)ccc1-c1ccc(C(=O)O)s1. Reaction SMILES: [CH2:39]1[O:40][CH2:41][CH2:42][CH2:43]1.[CH3:1][O:2][C:3](=[O:4])[c:5]1[s:6][c:7](-[c:10]2[c:11]([CH3:34])[cH:12][c:13]([O:16][CH2:17][c:18]3[c:19](-[c:26]4[c:27]([Cl:33])[cH:28][cH:29][cH:30][c:31]4[Cl:32])[n:20][o:21][c:22]3[CH:23]3[CH2:24][CH2:25]3)[cH:14][cH:15]2)[cH:8][cH:9]1.[CH3:37][OH:38].[ClH:45].[Li+:35].[OH-:36].[OH2:44]>>[O:2]=[C:3]([OH:4])[c:5]1[s:6][c:7](-[c:10]2[c:11]([CH3:34])[cH:12][c:13]([O:16][CH2:17][c:18]3[c:19](-[c:26]4[c:27]([Cl:33])[cH:28][cH:29][cH:30][c:31]4[Cl:32])[n:20][o:21][c:22]3[CH:23]3[CH2:24][CH2:25]3)[cH:14][cH:15]2)[cH:8][cH:9]1.